From a dataset of the Open Reaction Database (ORD), a public repository of structured organic reaction records. describe an organic reaction: reactants, conditions, products, and yield Reactants: FC(C(=O)[O-])(F)F.[K+] (potassium trifluoroacetate), NC1=C(SC=2N=C(NC(C21)=O)C(=O)OCC)CC (Ethyl 5-amino-6-ethyl-3,4-dihydro-4-oxothieno[2,3-d]PYRIMIDINE-2-CARBOXYLATE), [B-](F)(F)(F)F (fluoborate), FC(C(=O)O)(F)F (trifluoroacetic acid). Run at temperature 25 celsius, time 1 hour. Product: diazonium fluoroborate, C(C)C1=C(C2=C(N=C(NC2=O)C(=O)OCC)S1)O (Ethyl 6-ethyl-3,4-dihydro-5-hydroxy-4-oxothieno[2,3-d]PYRIMIDINE-2-CARBOXYLATE). Reaction SMILES: N[C:2]1[C:10]2[C:9](=[O:11])[NH:8][C:7]([C:12]([O:14][CH2:15][CH3:16])=[O:13])=[N:6][C:5]=2[S:4][C:3]=1[CH2:17][CH3:18].[B-](F)(F)(F)F.FC(F)(F)C([O-])=[O:27].[K+].FC(F)(F)C(O)=O>>[CH2:17]([C:3]1[S:4][C:5]2[N:6]=[C:7]([C:12]([O:14][CH2:15][CH3:16])=[O:13])[NH:8][C:9](=[O:11])[C:10]=2[C:2]=1[OH:27])[CH3:18] |f:2.3|. Procedure: The diazonium fluoroborate salt is prepared as in Procedure 63 from the amino compound produced in Procedure 51 yielding 0.03 mole of the required idazonium fluoborate. The latter is added in one portion to a solution of 0.03 mole of potassium trifluoroacetate in 13 ml. of trifluoroacetic acid at 0° C. The mixture is stirred at 25° C. for 1 hour and then refluxed overnight. The trifluoroacetic acid is evaporated in vacuo to give a residue which is triturated with water and filtered to give the d... Reactants: ClC1=C(C(=O)OC)C=C(C=N1)Cl (methyl 2,5-dichloronicotinate), FC1=CC=C(OC2CNCC2)C=C1 (3-(4-fluorophenoxy)pyrrolidine). Yields the product ClC=1C=NC(=C(C(=O)OC)C1)N1CC(CC1)OC1=CC=C(C=C1)F (methyl 5-chloro-2-(3-(4-fluorophenoxy)pyrrolidin-1-yl)nicotinate). Yield: 57.3%. As a reaction SMILES: Cl[C:2]1[N:11]=[CH:10][C:9]([Cl:12])=[CH:8][C:3]=1[C:4]([O:6][CH3:7])=[O:5].[F:13][C:14]1[CH:25]=[CH:24][C:17]([O:18][CH:19]2[CH2:23][CH2:22][NH:21][CH2:20]2)=[CH:16][CH:15]=1>>[Cl:12][C:9]1[CH:10]=[N:11][C:2]([N:21]2[CH2:22][CH2:23][CH:19]([O:18][C:17]3[CH:24]=[CH:25][C:14]([F:13])=[CH:15][CH:16]=3)[CH2:20]2)=[C:3]([CH:8]=1)[C:4]([O:6][CH3:7])=[O:5]. Procedure: The title compound (D93) (235 mg) was prepared according to the experimental procedure described in Description 62 starting from methyl 2,5-dichloronicotinate (241.37 mg, 1.17 mmol) and 3-(4-fluorophenoxy)pyrrolidine (D59) (253 mg, 1.39 mmol). Reactants: BrC=1C=CC(=C(C#N)C1)N1C=NC(=C1)C (5-bromo-2-(4-methyl-imidazol-1-yl)-benzonitrile), C(C1=CC=CC=C1)N1N=C(N=N1)N (2-benzyl-2H-tetrazol-5-ylamine). The product is C(C1=CC=CC=C1)N1N=C(N=N1)NC=1C=CC(=C(C#N)C1)N1C=NC(=C1)C (5-(2-Benzyl-2H-tetrazol-5-ylamino)-2-(4-methyl-imidazol-1-yl)-benzonitrile), solid. Yield: 29.0%. As a reaction SMILES: Br[C:2]1[CH:3]=[CH:4][C:5]([N:10]2[CH:14]=[C:13]([CH3:15])[N:12]=[CH:11]2)=[C:6]([CH:9]=1)[C:7]#[N:8].[CH2:16]([N:23]1[N:27]=[N:26][C:25]([NH2:28])=[N:24]1)[C:17]1[CH:22]=[CH:21][CH:20]=[CH:19][CH:18]=1>>[CH2:16]([N:23]1[N:27]=[N:26][C:25]([NH:28][C:2]2[CH:3]=[CH:4][C:5]([N:10]3[CH:14]=[C:13]([CH3:15])[N:12]=[CH:11]3)=[C:6]([CH:9]=2)[C:7]#[N:8])=[N:24]1)[C:17]1[CH:18]=[CH:19][CH:20]=[CH:21][CH:22]=1. Procedure details: Prepared in analogy to example 1b) starting with 5-bromo-2-(4-methyl-imidazol-1-yl)-benzonitrile and 2-benzyl-2H-tetrazol-5-ylamine (Journal of the American Chemical Society 76, 923 (1954)). The title compound was obtained as a yellowish solid (Yield=29%). MS ISP (m/e): 357.1 (100) [(M+H)+]. The reactants are ClC1=C(OC2=CC=C(OC(C(=CC(=O)Cl)OC)C)C=C2)C=CC(=C1)C(F)(F)F (4-[4-(2-chloro-4-trifluoromethylphenoxy)phenoxy]-3-methoxy-2-pentenoyl chloride), CCOCC (ether), CCOCC (ether), CS (methyl mercaptan), N1=CC=CC=C1 (pyridine). The solvent is O (water). Run at time 30 minute. Yields the product methylthiol ester, ClC1=C(OC2=CC=C(OC(C(=CC(=O)O)OC)C)C=C2)C=CC(=C1)C(F)(F)F (4-[4-(2-chloro-4-trifluoromethylphenoxy)phenoxy]-3-methoxy-2-pentenoic acid). As a reaction SMILES: [Cl:1][C:2]1[CH:24]=[C:23]([C:25]([F:28])([F:27])[F:26])[CH:22]=[CH:21][C:3]=1[O:4][C:5]1[CH:20]=[CH:19][C:8]([O:9][CH:10]([CH3:18])[C:11]([O:16][CH3:17])=[CH:12][C:13](Cl)=[O:14])=[CH:7][CH:6]=1.CS.N1C=CC=CC=1.CC[O:39]CC>O>[Cl:1][C:2]1[CH:24]=[C:23]([C:25]([F:28])([F:27])[F:26])[CH:22]=[CH:21][C:3]=1[O:4][C:5]1[CH:20]=[CH:19][C:8]([O:9][CH:10]([CH3:18])[C:11]([O:16][CH3:17])=[CH:12][C:13]([OH:39])=[O:14])=[CH:7][CH:6]=1. Procedure: To a mixture of 4-[4-(2-chloro-4-trifluoromethylphenoxy)phenoxy]-3-methoxy-2-pentenoyl chloride (10 mm.) and ether (10 ml.) is added methyl mercaptan (12 mm.) and pyridine (1 ml.) at about -20°. The mixture is stirred for about 30 minutes and then allowed to rise to about 0° and stand for about 2 hours. The mixture is then diluted with ether and water and the ether phase separated, washed, dried and solvent removed to give the methylthiol ester of 4-[4-(2-chloro-4-trifluoromethylphenoxy)phenoxy]... The reactants are C(C1=CC=CC=C1)=O (Benzaldehyde), CC(C)(C)S(=O)N (2-methyl-propane-2-sulfinic acid amide). Reagents/catalysts: CCO.CCO.CCO.CCO.[Ti] (tetraethyl orthotitanate). The solvent is C1CCOC1 (THF), [Cl-].[Na+].O (brine). The product is C1(=CC=CC=C1)C=NS(=O)C(C)(C)C (Tert.-butane-sulfinic acid 1-phenyl-methylidene amide), oil. Yield: 90.0%. Reaction SMILES: [CH:1](=O)[C:2]1[CH:7]=[CH:6][CH:5]=[CH:4][CH:3]=1.[CH3:9][C:10]([S:13]([NH2:15])=[O:14])([CH3:12])[CH3:11]>C1COCC1.[Cl-].[Na+].O.CCO.CCO.CCO.CCO.[Ti]>[C:2]1([CH:1]=[N:15][S:13]([C:10]([CH3:12])([CH3:11])[CH3:9])=[O:14])[CH:7]=[CH:6][CH:5]=[CH:4][CH:3]=1 |f:3.4.5,6.7.8.9.10|. Procedure: Benzaldehyde (6 mmol, 1 eq), 2-methyl-propane-2-sulfinic acid amide (1 eq) and tetraethyl orthotitanate (3 eq) are dissolved in anhydrous THF under nitrogen (J. Org. Chem. 2003, 68, 9948-9957). The mixture is stirred at room temperature over night. The mixture is poured in brine and stirred vigorously. The resulting suspension is filtered through Celite and the filter cake is extracted with ethyl acetate. The filtrate is transferred to a separatory funnel, where the aqueous layer is separated an... Reactants: FC1=C(C=CC(=C1)N1C(O[C@H](C1)CNC(C)=O)=O)C1=CC=C(C=C1)CNCC1=CN=NN1 (N-{[(5S)-3-(2-fluoro-4′-{[(1H-1,2,3-triazol-5-ylmethyl)amino]methyl}biphenyl-4-yl)-2-oxo-1,3-oxazolidin-5-yl]methyl}acetamide), Br (hydrogen bromide). The solvent is C(C)O (ethanol), C(C)O (ethanol). Reaction conditions: time 60 minute. Product: Br.FC1=C(C=CC(=C1)N1C(O[C@H](C1)CNC(C)=O)=O)C1=CC=C(C=C1)CNCC1=CN=NN1 (N-{[(5S)-3-(2-fluoro-4′-{[(1H-1,2,3-triazol-5-ylmethyl)amino]methyl}biphenyl-4-yl)-2-oxo-1,3-oxazolidin-5-yl]methyl}acetamide monohydrobromide). Isolated yield 94.5%. As a reaction SMILES: [F:1][C:2]1[CH:7]=[C:6]([N:8]2[CH2:12][C@H:11]([CH2:13][NH:14][C:15](=[O:17])[CH3:16])[O:10][C:9]2=[O:18])[CH:5]=[CH:4][C:3]=1[C:19]1[CH:24]=[CH:23][C:22]([CH2:25][NH:26][CH2:27][C:28]2[NH:32][N:31]=[N:30][CH:29]=2)=[CH:21][CH:20]=1.[BrH:33]>C(O)C>[BrH:33].[F:1][C:2]1[CH:7]=[C:6]([N:8]2[CH2:12][C@H:11]([CH2:13][NH:14][C:15](=[O:17])[CH3:16])[O:10][C:9]2=[O:18])[CH:5]=[CH:4][C:3]=1[C:19]1[CH:24]=[CH:23][C:22]([CH2:25][NH:26][CH2:27][C:28]2[NH:32][N:31]=[N:30][CH:29]=2)=[CH:21][CH:20]=1 |f:3.4|. Procedure details: To a stirred suspension of N-{[(5S)-3-(2-fluoro-4′-{[(1H-1,2,3-triazol-5-ylmethyl)amino]methyl}biphenyl-4-yl)-2-oxo-1,3-oxazolidin-5-yl]methyl}acetamide (56.7 mg, 0.129 mmol) in ethanol (1.0 mL) was added 1.0 M hydrogen bromide in ethanol containing 8.77% water (0.39 mL, 0.39 mmol), and the resulting mixture was stirred at room temperature for 60 min. The mixture was then heated to 65° C., stirred for 60 min, cooled to room temperature and stirred for an additional 2 h. The solid was filtered an...